Dataset: the Open Reaction Database (ORD), a public repository of structured organic reaction records. Task: describe an organic reaction: reactants, conditions, products, and yield The reactants are C(C1=CC=CC=C1)N1C(C2=CC=CC=C2C1=O)CCC(=O)NC=1SC=CN1 (3-(2-Benzyl-3-oxo-2,3-dihydro-1H-isoindol-1-yl)-N-thiazol-2-yl-propionamide), C(C(=O)Cl)(=O)Cl (Oxalyl chloride), NC1=NC=C(C(=O)O)C=C1 (6-aminonicotinic acid), C(C)(C)N(CC)C(C)C (diisopropylethylamine). Reagents/catalysts: Cl (HCl). The solvent is C(Cl)Cl (CH2Cl2). Reaction conditions: temperature 0 celsius, time 0.5 hour. The product is C(C1=CC=CC=C1)N1C(C2=CC=CC=C2C1=O)CCC(=O)NC1=NC=C(C(=O)O)C=C1 (6-[3-(2-Benzyl-3-oxo-2,3-dihydro-1H-isoindol-1-yl)-propionylamino]-nicotinic acid). As a reaction SMILES: [CH2:1]([N:8]1[C:16](=[O:17])[C:15]2[C:10](=[CH:11][CH:12]=[CH:13][CH:14]=2)[CH:9]1[CH2:18][CH2:19][C:20](NC1SC=CN=1)=[O:21])[C:2]1[CH:7]=[CH:6][CH:5]=[CH:4][CH:3]=1.C(Cl)(=O)C(Cl)=O.[NH2:34][C:35]1[CH:43]=[CH:42][C:38]([C:39]([OH:41])=[O:40])=[CH:37][N:36]=1.C(N(C(C)C)CC)(C)C>C(Cl)Cl.Cl>[CH2:1]([N:8]1[C:16](=[O:17])[C:15]2[C:10](=[CH:11][CH:12]=[CH:13][CH:14]=2)[CH:9]1[CH2:18][CH2:19][C:20]([NH:34][C:35]1[CH:43]=[CH:42][C:38]([C:39]([OH:41])=[O:40])=[CH:37][N:36]=1)=[O:21])[C:2]1[CH:3]=[CH:4][CH:5]=[CH:6][CH:7]=1. Procedure: The product from Example 1, Part E (300 mg, 1.02 mmol) was taken up in 4 mL CH2Cl2 and cooled to 0° C. Oxalyl chloride (0.1 mL, 1.22 mmol) was added slowly and stirring continued for 0.5 h. A slurry of 6-aminonicotinic acid (211 mg, 1.53 mmol) and diisopropylethylamine (0.27 mL, 1.53 mmol) was added slowly and stirring continued at room temperature for 16 h. Three drops of conc. HCl was added and the organic phase was washed with brine. The organic phase was dried (Na2SO4), filtered and evaporat...